From a dataset of the Open Reaction Database (ORD), a public repository of structured organic reaction records. describe an organic reaction: reactants, conditions, products, and yield The reactants are CN1CCOCC1 (N-methylmorpholine), [N+](=O)([O-])C1=C(C(=O)O)C=CC(=C1)C(=O)O (Nitroterephthalic acid), CN(C)C=O (DMF), acid chloride, C(C(=O)Cl)(=O)Cl (oxalyl chloride). Run in C1CCOC1 (THF), C(Cl)Cl (methylene chloride). Run at time 8 hour. Product: C(C=C)OC(=O)C1=CC(=C(C(=O)O)C=C1)[N+](=O)[O-] (4-allyloxycarbonyl-2-nitrobenzoic acid). RXN SMILES: [N+:1]([C:4]1[CH:12]=[C:11]([C:13]([OH:15])=[O:14])[CH:10]=[CH:9][C:5]=1[C:6]([OH:8])=[O:7])([O-:3])=[O:2].[C:16](Cl)(=O)[C:17](Cl)=O.[CH3:22]N(C=O)C.CN1CCOCC1>C(Cl)Cl.C1COCC1>[CH2:22]([O:14][C:13]([C:11]1[CH:10]=[CH:9][C:5]([C:6]([OH:8])=[O:7])=[C:4]([N+:1]([O-:3])=[O:2])[CH:12]=1)=[O:15])[CH:16]=[CH2:17]. Procedure: Nitroterephthalic acid (6.33 g) in methylene chloride (75 ml) and THF (15 ml) was converted to the mono acid chloride using oxalyl chloride (2.63 ml), DMF (2.55 ml) and N-methylmorpholine (7.95 ml) at -10° C. After 1 hour the solvents were removed and, without further purification, the product was dissolved in allyl alcohol (20 ml) and THF (10 ml) and stirred overnight at ambient temperature. The solvents were removed and the residue partitioned between EtOAc and aqueous NaHCO3. Acidification of... Starting materials: NC=1N=CC2=C(C[C@@H]3CCCN([C@H]3C2)CCC)N1 (trans-(±)-2-amino-6-n-propyl-5,5a,6,7,8,9,9a,10-octahydropyrimido[4,5-g]quinoline), C(C)(=O)OC(C)=O (acetic anhydride), N (ammonia), N1=CC=CC=C1 (pyridine), C(C)(=O)OC(C)=O (acetic anhydride). The solvent is C(Cl)(Cl)Cl.CO (chloroform methanol). Yields the product C(C)(=O)NC=1N=CC2=C(C[C@@H]3CCCN([C@H]3C2)CCC)N1 (trans-(±)-2-acetylamino-6-n-propyl-5,5a,6,7,8,9,9a,10-octahydropyrimido[4,5-g]quinoline). RXN SMILES: [NH2:1][C:2]1[N:3]=[CH:4][C:5]2[CH2:14][C@H:13]3[C@@H:8]([CH2:9][CH2:10][CH2:11][N:12]3[CH2:15][CH2:16][CH3:17])[CH2:7][C:6]=2[N:18]=1.N1C=CC=CC=1.[C:25](OC(=O)C)(=[O:27])[CH3:26].N>C(Cl)(Cl)Cl.CO>[C:25]([NH:1][C:2]1[N:3]=[CH:4][C:5]2[CH2:14][C@H:13]3[C@@H:8]([CH2:9][CH2:10][CH2:11][N:12]3[CH2:15][CH2:16][CH3:17])[CH2:7][C:6]=2[N:18]=1)(=[O:27])[CH3:26] |f:4.5|. Procedure: A solution was prepared containing 0.75 g of trans-(±)-2-amino-6-n-propyl-5,5a,6,7,8,9,9a,10-octahydropyrimido[4,5-g]quinoline in 20 ml. of pyridine and 0.34 g. of acetic anhydride was added thereto in dropwise fashion. The reaction mixture was heated to reflux temperature under a nitrogen blanket overnight. TLC at this point in time indicated that starting material was still present; therefore, about 1.5 ml. more acetic anhydride were added and the reaction mixture again heated to reflux temper... Yields the product O=C(OC1CCN(Cc2ccccc2)C1)C(O)(c1ccccc1)c1ccccc1. RXN SMILES: [C:1]([C:2]([OH:3])([c:4]1[cH:5][cH:6][cH:7][cH:8][cH:9]1)[c:10]1[cH:11][cH:12][cH:13][cH:14][cH:15]1)(=[O:16])[O:17][CH3:18].[CH2:19]([c:20]1[cH:21][cH:22][cH:23][cH:24][cH:25]1)[N:26]1[CH2:27][CH:28]([OH:31])[CH2:29][CH2:30]1.[CH3:34][CH2:35][CH2:36][CH2:37][CH2:38][CH2:39][CH3:40].[H-:32].[Na+:33]>>[C:1]([C:2]([OH:3])([c:4]1[cH:5][cH:6][cH:7][cH:8][cH:9]1)[c:10]1[cH:11][cH:12][cH:13][cH:14][cH:15]1)(=[O:16])[O:17][CH:18]1[CH2:28][CH2:27][N:26]([CH2:19][c:20]2[cH:21][cH:22][cH:23][cH:24][cH:25]2)[CH2:30]1. Starting materials: COC(=O)C(O)(c1ccccc1)c1ccccc1, OC1CCN(Cc2ccccc2)C1, CCCCCCC, [H-], [Na+]. Reported procedure: Using 4-bromo-2-methoxybenzonitrile (2.34 g), (4R,5S)-3,3-difluoro-4-hydroxy-5-methylpyrrolidin-2-one (2.00 g), 4,5-bis(diphenylphosphino)-9,9-dimethylxanthene (976 mg), tris(dibenzylideneacetone)dipalladium(0) (504 mg) and cesium carbonate (5.30 g), and in the same manner as in Reference Example 18, the title compound was obtained as a colorless solid (yield: 201 mg, 7%). The reagents and catalysts are C=1C=CC(=CC1)/C=C/C(=O)/C=C/C2=CC=CC=C2.C=1C=CC(=CC1)/C=C/C(=O)/C=C/C2=CC=CC=C2.C=1C=CC(=CC1)/C=C/C(=O)/C=C/C2=CC=CC=C2.[Pd].[Pd] (tris(dibenzylideneacetone)dipalladium(0)). The reactants are C1(=CC=CC=C1)P(C1=CC=CC=2C(C3=CC=CC(=C3OC12)P(C1=CC=CC=C1)C1=CC=CC=C1)(C)C)C1=CC=CC=C1 (4,5-bis(diphenylphosphino)-9,9-dimethylxanthene), C([O-])([O-])=O.[Cs+].[Cs+] (cesium carbonate), BrC1=CC(=C(C#N)C=C1)OC (4-bromo-2-methoxybenzonitrile), FC1(C(N[C@H]([C@H]1O)C)=O)F ((4R,5S)-3,3-difluoro-4-hydroxy-5-methylpyrrolidin-2-one). Yields the product COC1=C(C#N)C=CC(=C1)N1C(C([C@@H]([C@@H]1C)O)(F)F)=O (2-methoxy-4-[(4R,5S)-3,3-difluoro-4-hydroxy-5-methyl-2-oxopyrrolidin-1-yl]benzonitrile), solid. RXN SMILES: Br[C:2]1[CH:9]=[CH:8][C:5]([C:6]#[N:7])=[C:4]([O:10][CH3:11])[CH:3]=1.[F:12][C:13]1([F:21])[C@H:17]([OH:18])[C@H:16]([CH3:19])[NH:15][C:14]1=[O:20].C1(P(C2C=CC=CC=2)C2C3OC4C(=CC=CC=4P(C4C=CC=CC=4)C4C=CC=CC=4)C(C)(C)C=3C=CC=2)C=CC=CC=1.C(=O)([O-])[O-].[Cs+].[Cs+]>C1C=CC(/C=C/C(/C=C/C2C=CC=CC=2)=O)=CC=1.C1C=CC(/C=C/C(/C=C/C2C=CC=CC=2)=O)=CC=1.C1C=CC(/C=C/C(/C=C/C2C=CC=CC=2)=O)=CC=1.[Pd].[Pd]>[CH3:11][O:10][C:4]1[CH:3]=[C:2]([N:15]2[C@@H:16]([CH3:19])[C@@H:17]([OH:18])[C:13]([F:21])([F:12])[C:14]2=[O:20])[CH:9]=[CH:8][C:5]=1[C:6]#[N:7] |f:3.4.5,6.7.8.9.10|. The yield is 7.0%. Starting materials: ON1C(=O)C2C3C=CC(C2C1=O)C3 (N-hydroxy-5-norbornene-2,3-dicarboximide), C1(CCCCC1)N=C=NC1CCCCC1 (N,N'-dicyclohexylcarbodiimide), C(C1=CC=CC=C1)OC(=O)N[C@@H](CC(C)C)C(=O)NCC(=O)O (N-benzyloxycarbonylleucylglycine). The solvent is O1CCCC1 (tetrahydrofuran), O1CCCC1 (tetrahydrofuran). Run at time 40 minute. The product is ON1C(=O)C2C3C=CC(C2C1=O)C3 (N-hydroxy-5-norbornene-2,3-dicarboximide), C(C1=CC=CC=C1)OC(=O)N[C@@H](CC(C)C)C(=O)NCC(=O)O (N-benzyloxycarbonyl-L-leucylglycine), C1(CCCCC1)NC(=O)NC1CCCCC1 (N,N'-dicyclohexylurea). RXN SMILES: [CH2:1]([O:8][C:9]([NH:11][C@H:12]([C:17]([NH:19][CH2:20][C:21]([OH:23])=[O:22])=[O:18])[CH2:13][CH:14]([CH3:16])[CH3:15])=[O:10])[C:2]1[CH:7]=[CH:6][CH:5]=[CH:4][CH:3]=1.[OH:24][N:25]1[C:34](=[O:35])[CH:33]2[CH:28]([CH:29]3[CH2:36][CH:32]2[CH:31]=[CH:30]3)[C:26]1=[O:27].[CH:37]1([N:43]=[C:44]=[N:45][CH:46]2[CH2:51][CH2:50][CH2:49][CH2:48][CH2:47]2)[CH2:42][CH2:41][CH2:40][CH2:39][CH2:38]1>O1CCCC1>[OH:24][N:25]1[C:34](=[O:35])[CH:33]2[CH:28]([CH:29]3[CH2:36][CH:32]2[CH:31]=[CH:30]3)[C:26]1=[O:27].[CH2:1]([O:8][C:9]([NH:11][C@H:12]([C:17]([NH:19][CH2:20][C:21]([OH:23])=[O:22])=[O:18])[CH2:13][CH:14]([CH3:16])[CH3:15])=[O:10])[C:2]1[CH:3]=[CH:4][CH:5]=[CH:6][CH:7]=1.[CH:46]1([NH:45][C:44]([NH:43][CH:37]2[CH2:38][CH2:39][CH2:40][CH2:41][CH2:42]2)=[O:8])[CH2:51][CH2:50][CH2:49][CH2:48][CH2:47]1. Reported procedure: A solution of the N-hydroxy-5-norbornene-2,3-dicarboximide active ester of N-benzyloxycarbonyl-L-leucylglycine was prepared according to the general procedure of M. Fujino, et al [Chem. Pharm. Bull. Japan, 22, 1857 (1974)]. A solution of 1.27 g. of N-benzyloxycarbonylleucylglycine and 0.72 g. of N-hydroxy-5-norbornene-2,3-dicarboximide in 5 ml. of tetrahydrofuran was cooled in an ice bath and 0.83 g. of N,N'-dicyclohexylcarbodiimide was added to the cold solution together with 1 ml. of tetrahydr... Reactants: CCO, CCN(C(C)C)C(C)C, Clc1ncc(Cl)c(Cl)n1, CC(C)(C)OC(=O)NC1CCC(CN)CC1. Yields the product CC(C)(C)OC(=O)NC1CCC(CNc2nc(Cl)ncc2Cl)CC1. RXN SMILES: [CH3:35][CH2:36][OH:37].[CH:26]([N:27]([CH2:28][CH3:29])[CH:30]([CH3:31])[CH3:32])([CH3:33])[CH3:34].[Cl:1][c:2]1[c:3]([Cl:9])[n:4][c:5]([Cl:8])[n:6][cH:7]1.[NH2:10][CH2:11][CH:12]1[CH2:13][CH2:14][CH:15]([NH:18][C:19]([O:20][C:21]([CH3:22])([CH3:23])[CH3:24])=[O:25])[CH2:16][CH2:17]1>>[Cl:1][c:2]1[c:3]([NH:10][CH2:11][CH:12]2[CH2:13][CH2:14][CH:15]([NH:18][C:19]([O:20][C:21]([CH3:22])([CH3:23])[CH3:24])=[O:25])[CH2:16][CH2:17]2)[n:4][c:5]([Cl:8])[n:6][cH:7]1. The reactants are ClC1=CC(=C(C=C1)[C@H](C(F)(F)F)O)N1N=C(C=C1)C ((R)-1-(4-chloro-2-(3-methyl-1H-pyrazol-1-yl)phenyl)-2,2,2-trifluoroethanol), [H-].[Na+] (NaH), NC1=NC(=NC(=N1)Cl)N1CCC2(CC(N(C2)C(=O)OCC2=CC=CC=C2)C(=O)OCC)CC1 (2-benzyl 3-ethyl 8-(4-amino-6-chloro-1,3,5-triazin-2-yl)-2,8-diazaspiro[4.5]decane-2,3-dicarboxylate), NC1=NC(=NC(=N1)Cl)N1CCC2(CC(N(C2)C(=O)OCC2=CC=CC=C2)C(=O)OCC)CC1 (2-benzyl 3-ethyl 8-(4-amino-6-chloro-1,3,5-triazin-2-yl)-2,8-diazaspiro[4.5]decane-2,3-dicarboxylate). Run in C1CCOC1 (THF). Conditions: time 30 minute. Product: NC1=NC(=NC(=N1)O[C@@H](C(F)(F)F)C1=C(C=C(C=C1)Cl)N1N=C(C=C1)C)N1CCC2(CC(N(C2)C(=O)OCC2=CC=CC=C2)C(=O)OCC)CC1 (2-benzyl 3-ethyl 8-(4-amino-6-((R)-1-(4-chloro-2-(3-methyl-1H-pyrazol-1-yl)phenyl)-2,2,2-trifluoroethoxy)-1,3,5-triazin-2-yl)-2,8-diazaspiro[4.5]decane-2,3-dicarboxylate). As a reaction SMILES: [Cl:1][C:2]1[CH:7]=[CH:6][C:5]([C@@H:8]([OH:13])[C:9]([F:12])([F:11])[F:10])=[C:4]([N:14]2[CH:18]=[CH:17][C:16]([CH3:19])=[N:15]2)[CH:3]=1.[H-].[Na+].[NH2:22][C:23]1[N:28]=[C:27](Cl)[N:26]=[C:25]([N:30]2[CH2:54][CH2:53][C:33]3([CH2:37][N:36]([C:38]([O:40][CH2:41][C:42]4[CH:47]=[CH:46][CH:45]=[CH:44][CH:43]=4)=[O:39])[CH:35]([C:48]([O:50][CH2:51][CH3:52])=[O:49])[CH2:34]3)[CH2:32][CH2:31]2)[N:24]=1>C1COCC1>[NH2:22][C:23]1[N:28]=[C:27]([O:13][C@H:8]([C:5]2[CH:6]=[CH:7][C:2]([Cl:1])=[CH:3][C:4]=2[N:14]2[CH:18]=[CH:17][C:16]([CH3:19])=[N:15]2)[C:9]([F:12])([F:11])[F:10])[N:26]=[C:25]([N:30]2[CH2:54][CH2:53][C:33]3([CH2:37][N:36]([C:38]([O:40][CH2:41][C:42]4[CH:43]=[CH:44][CH:45]=[CH:46][CH:47]=4)=[O:39])[CH:35]([C:48]([O:50][CH2:51][CH3:52])=[O:49])[CH2:34]3)[CH2:32][CH2:31]2)[N:24]=1 |f:1.2|. Procedure details: To a solution of (R)-1-(4-chloro-2-(3-methyl-1H-pyrazol-1-yl)phenyl)-2,2,2-trifluoroethanol (380 mg, 1.3 mmol) in 10 mL of THF was added NaH (60 mg, 1.4 mmol) and the reaction was stirred at RT for 30 min. After this time, 2-benzyl 3-ethyl 8-(4-amino-6-chloro-1,3,5-triazin-2-yl)-2,8-diazaspiro[4.5]decane-2,3-dicarboxylate (product from Step 1, Example 39a) (570 mg, 1.2 mmol) was added and the reaction was heated to 50° C. for 12 h. After this time, the reaction was cooled to RT, quenched with me... The reactants are O=C([O-])C(O)C(O)C(=O)[O-], CCCC[Al+]CCCC, CON(C)C(=O)c1ncn2cc(Br)sc12, Cc1ccccc1, ClCCl, [H-], [K+], [Na+]. The product is O=Cc1ncn2cc(Br)sc12. As a reaction SMILES: [C:33]([CH:34]([CH:35]([C:36]([O-:37])=[O:38])[OH:39])[OH:40])([O-:41])=[O:42].[CH2:17]([Al+:18][CH2:19][CH2:20][CH2:21][CH3:22])[CH2:23][CH2:24][CH3:25].[CH3:1][O:2][N:3]([C:4](=[O:5])[c:6]1[n:7][cH:8][n:9]2[c:10]1[s:11][c:12]([Br:14])[cH:13]2)[CH3:15].[CH3:26][c:27]1[cH:28][cH:29][cH:30][cH:31][cH:32]1.[Cl:45][CH2:46][Cl:47].[H-:16].[K+:44].[Na+:43]>>[CH:4](=[O:5])[c:6]1[n:7][cH:8][n:9]2[c:10]1[s:11][c:12]([Br:14])[cH:13]2.